Task: describe an organic reaction: reactants, conditions, products, and yield. Dataset: the Open Reaction Database (ORD), a public repository of structured organic reaction records Reactants: B, COc1ccc(Br)cc1CC(=O)O, C1CCOC1, C1CCOC1. Product: COc1ccc(Br)cc1CCO. As a reaction SMILES: [BH3:14].[Br:1][c:2]1[cH:3][cH:4][c:5]([O:12][CH3:13])[c:6]([CH2:8][C:9](=[O:10])[OH:11])[cH:7]1.[CH2:15]1[O:16][CH2:17][CH2:18][CH2:19]1.[CH2:20]1[O:21][CH2:22][CH2:23][CH2:24]1>>[Br:1][c:2]1[cH:3][cH:4][c:5]([O:12][CH3:13])[c:6]([CH2:8][CH2:9][OH:10])[cH:7]1. Reaction SMILES: [C:47]([Cl:48])([Cl:49])([Cl:50])[Cl:51].[F:7][C:8]([c:9]1[cH:10][c:11]([C:19]([C:20](=[O:21])[N:22]([c:23]2[cH:24][n:25][c:26]([N:36]3[CH2:37][CH2:38][O:39][CH2:40][CH2:41]3)[cH:27][c:28]2-[c:29]2[c:30]([CH3:35])[cH:31][cH:32][cH:33][cH:34]2)[CH3:42])([CH3:43])[CH3:44])[cH:12][c:13]([C:15]([F:16])([F:17])[F:18])[cH:14]1)([F:45])[F:46].[I+3:1]([O-:2])([O-:3])([O-:4])[O-:5].[Na+:6].[OH2:52].[OH2:53].[Ru:54](=[O:55])=[O:56]>>[F:7][C:8]([c:9]1[cH:10][c:11]([C:19]([C:20](=[O:21])[N:22]([c:23]2[cH:24][n:25][c:26]([N:36]3[CH:37]=[CH:38][O:39][CH2:40][CH2:41]3)[cH:27][c:28]2-[c:29]2[c:30]([CH3:35])[cH:31][cH:32][cH:33][cH:34]2)[CH3:42])([CH3:43])[CH3:44])[cH:12][c:13]([C:15]([F:16])([F:17])[F:18])[cH:14]1)([F:45])[F:46]. Reactants: ClC(Cl)(Cl)Cl, Cc1ccccc1-c1cc(N2CCOCC2)ncc1N(C)C(=O)C(C)(C)c1cc(C(F)(F)F)cc(C(F)(F)F)c1, [O-][I+3]([O-])([O-])[O-], [Na+], O, O, O=[Ru]=O. Yields the product Cc1ccccc1-c1cc(N2C=COCC2)ncc1N(C)C(=O)C(C)(C)c1cc(C(F)(F)F)cc(C(F)(F)F)c1. Procedure: Under a dry argon atmosphere, borane-tetrahydrofuran complex (230 ml of a 1.5 M solution in tetrahydrofuran) was added dropwise to a stirred solution of (3-chloro[1,1'-biphenyl]-2-yl)propanoic acid (40.0 g, 0.15 mole) in tetrahydrofuran (250 ml). The reaction mixture was stirred at room temperature for approximately 18 hours. Water (30 ml) was then added to the reaction mixture during a 0.5 hour period. The solvent was removed from the mixture under reduced pressure to yield an oil. The oil was ... Reaction SMILES: [Cl:1][C:2]1[C:3]([CH:14]([CH3:18])C(O)=O)=[C:4]([C:8]2[CH:13]=[CH:12][CH:11]=[CH:10][CH:9]=2)[CH:5]=[CH:6][CH:7]=1.O.[O:20]1CCC[CH2:21]1>>[Cl:1][C:2]1[C:3]([CH2:14][CH2:18][CH2:21][OH:20])=[C:4]([C:8]2[CH:9]=[CH:10][CH:11]=[CH:12][CH:13]=2)[CH:5]=[CH:6][CH:7]=1. The reactants are O (Water), solution, ClC=1C(=C(C=CC1)C1=CC=CC=C1)C(C(=O)O)C ((3-chloro[1,1'-biphenyl]-2-yl)propanoic acid), O1CCCC1 (tetrahydrofuran), O1CCCC1 (tetrahydrofuran). Reaction conditions: time 18 hour. Yields the product ClC=1C(=C(C=CC1)C1=CC=CC=C1)CCCO (3-(3-chloro[1,1'-biphenyl]-2-yl)-1-propanol).